Dataset: the Open Reaction Database (ORD), a public repository of structured organic reaction records. Task: describe an organic reaction: reactants, conditions, products, and yield Starting materials: NC=1C=C(C(=NC1Cl)[C@H](CC1=CC(=CC(=C1)F)F)NC(OC(C)(C)C)=O)C=1C=CC(=C2C(=NN(C12)C)NS(=O)(=O)C)Cl ((S)-tert-butyl (1-(5-amino-6-chloro-3-(4-chloro-1-methyl-3-(methylsulfonamido)-1H-indazol-7-yl)pyridin-2-yl)-2-(3,5-difluorophenyl)ethyl)carbamate), FC1([C@H]2[C@@H](C3=C1N(N=C3C(F)(F)F)CC(=O)O)C2)F (2-((3bS,4aR)-5,5-difluoro-3-(trifluoromethyl)-3b,4,4a,5-tetrahydro-1H-cyclopropa[3,4]cyclopenta[1,2-c]pyrazol-1-yl)acetic acid), FC(C=1C2=C(N(N1)CC(=O)O)C([C@H]1[C@@H]2C1)(F)F)F (2-((3bS,4aR)-3-(difluoromethyl)-5,5-difluoro-3b,4,4a,5-tetrahydro-1H-cyclopropa[3,4]cyclopenta[1,2-c]pyrazol-1-yl)acetic acid). Product: NC=1C=C(C(=NC1Cl)[C@H](CC1=CC(=CC(=C1)F)F)NC(CN1N=C(C2=C1C([C@H]1[C@@H]2C1)(F)F)C(F)(F)F)=O)C=1C=CC(=C2C(=NN(C12)C)NS(=O)(=O)C)Cl (N—((S)-1-(5-amino-6-chloro-3-(4-chloro-1-methyl-3-(methylsulfonamido)-1H-indazol-7-yl)pyridin-2-yl)-2-(3,5-difluorophenyl)ethyl)-2-((3bS,4aR)-5,5-difluoro-3-(trifluoromethyl)-3b,4,4a,5-tetrahydro-1H-cyclopropa[3,4]cyclopenta[1,2-c]pyrazol-1-yl)acetamide). Reaction SMILES: [NH2:1][C:2]1[CH:3]=[C:4]([C:27]2[CH:28]=[CH:29][C:30]([Cl:42])=[C:31]3[C:35]=2[N:34]([CH3:36])[N:33]=[C:32]3[NH:37][S:38]([CH3:41])(=[O:40])=[O:39])[C:5]([C@@H:9]([NH:19][C:20](=[O:26])OC(C)(C)C)[CH2:10][C:11]2[CH:16]=[C:15]([F:17])[CH:14]=[C:13]([F:18])[CH:12]=2)=[N:6][C:7]=1[Cl:8].[F:43][C:44]1([F:61])[C:48]2[N:49]([CH2:56]C(O)=O)[N:50]=[C:51]([C:52]([F:55])([F:54])[F:53])[C:47]=2[C@H:46]2[CH2:60][C@@H:45]12.FC(F)C1C2[C@H]3C[C@H]3C(F)(F)C=2N(CC(O)=O)N=1>>[NH2:1][C:2]1[CH:3]=[C:4]([C:27]2[CH:28]=[CH:29][C:30]([Cl:42])=[C:31]3[C:35]=2[N:34]([CH3:36])[N:33]=[C:32]3[NH:37][S:38]([CH3:41])(=[O:39])=[O:40])[C:5]([C@@H:9]([NH:19][C:20](=[O:26])[CH2:56][N:49]2[C:48]3[C:44]([F:43])([F:61])[C@@H:45]4[CH2:60][C@@H:46]4[C:47]=3[C:51]([C:52]([F:53])([F:54])[F:55])=[N:50]2)[CH2:10][C:11]2[CH:16]=[C:15]([F:17])[CH:14]=[C:13]([F:18])[CH:12]=2)=[N:6][C:7]=1[Cl:8]. Reported procedure: Compound 54 was prepared from compound 53A according to the method presented for the synthesis of Example 49 substituting 2-((3bS,4aR)-5,5-difluoro-3-(trifluoromethyl)-3b,4,4a,5-tetrahydro-1H-cyclopropa[3,4]cyclopenta[1,2-c]pyrazol-1-yl)acetic acid for 2-((3bS,4aR)-3-(difluoromethyl)-5,5-difluoro-3b,4,4a,5-tetrahydro-1H-cyclopropa[3,4]cyclopenta[1,2-c]pyrazol-1-yl)acetic acid to provide 13 mg of title compound: 1H NMR (400 MHz, Methanol-d4) δ 7.12-6.94 (m, 2H), 6.81-6.60 (m, 1H), 6.55-6.35 (m, 2... The reactants are [Si](C)(C)(C(C)(C)C)O[C@@H]1C[C@@H](O[C@@]1(CO)C#C)N1C(=O)NC(=O)C(C)=C1 (1-[2-Deoxy-3-O-(t-butyldimethylsilyl)-4-ethynyl-β-D-threo-pento-furanosyl]thymine), CC(=O)OC(=O)C (Ac2O). Run in N1=CC=CC=C1 (pyridine). Run at time 11 hour. The product is C(C)(=O)OC[C@@]1([C@@H](C[C@@H](O1)N1C(=O)NC(=O)C(C)=C1)O[Si](C)(C)C(C)(C)C)C#C (1-[5-O-Acetyl-2-deoxy-3-O-(t-butyldimethylsilyl)-4-ethynyl-β-D-threo-pentofuranosyl]thymine). The yield is 94.9%. RXN SMILES: [Si:1]([O:8][C@H:9]1[C@@:13]([C:16]#[CH:17])([CH2:14][OH:15])[O:12][C@@H:11]([N:18]2[CH:26]=[C:24]([CH3:25])[C:22](=[O:23])[NH:21][C:19]2=[O:20])[CH2:10]1)([C:4]([CH3:7])([CH3:6])[CH3:5])([CH3:3])[CH3:2].[CH3:27][C:28](OC(C)=O)=[O:29]>N1C=CC=CC=1>[C:28]([O:15][CH2:14][C@@:13]1([C:16]#[CH:17])[O:12][C@@H:11]([N:18]2[CH:26]=[C:24]([CH3:25])[C:22](=[O:23])[NH:21][C:19]2=[O:20])[CH2:10][C@H:9]1[O:8][Si:1]([C:4]([CH3:7])([CH3:5])[CH3:6])([CH3:2])[CH3:3])(=[O:29])[CH3:27]. Reported procedure: To a pyridine (4 mL) solution of 10a (161 mg, 0.423 mmol) was added Ac2O (120 mL, 1.269 mmol) at 0° C., and the mixture was stirred at room temperature for 11 h. The reaction mixture was partitioned between CHCl3/saturated aqueous NaHCO3 (60 mL×3/20 mL). Silica gel column chromatography (hexane/EtOAc=3/1) of the organic layer gave 11 (169.7 mg, 95%) as a foam: UV (MeOH): λmax 266 nm (ε9200), λmin 234 nm (ε2000); 1H NMR (CDCl3) δ0.10 and 0.14 (6H, each as s, SiMe), 0.90 (9H, s, SiBu-t), 1.90-1.94... Starting materials: P(=O)(OC(C)C)(OC(C)C)OC(C)C (triisopropyl phosphate), FC(C(=O)O)(F)F.N1=CC=CC2=C1NC1=C(/C(/C2=O)=N/O)C=CN=C1 ((6Z)-5H-dipyrido[2,3-b:4′,3′-f]azepine-5,6(11H)-dione 6-oxime trifluoroacetate), ClC1=C(C=O)C(=CC(=C1)SCC)Cl (2,6-dichloro-4-(ethylthio)benzaldehyde), C(C)(=O)[O-].[NH4+] (ammonium acetate). The solvent is C(C)(=O)O (acetic acid), C(C)#N (acetonitrile). Run at temperature 130 celsius. Yields the product FC(C(=O)O)(F)F.FC(C(=O)O)(F)F.ClC1=C(C(=CC(=C1)SCC)Cl)C=1NC2=C(C3=C(NC4=C2C=CN=C4)N=CC=C3)N1 (2-[2,6-dichloro-4-(ethylthio)phenyl]-3,8-dihydroimidazo[4,5-d]dipyrido[2,3-b:4′,3′-f]azepine bis(trifluoroacetate)). Reaction SMILES: [F:1][C:2]([F:7])([F:6])[C:3]([OH:5])=[O:4].[N:8]1[C:13]2[NH:14][C:15]3[CH:25]=[N:24][CH:23]=[CH:22][C:16]=3/[C:17](=[N:20]/O)/[C:18](=O)[C:12]=2[CH:11]=[CH:10][CH:9]=1.[Cl:26][C:27]1[CH:34]=[C:33]([S:35][CH2:36][CH3:37])[CH:32]=[C:31]([Cl:38])[C:28]=1[CH:29]=O.C([O-])(=O)C.[NH4+:43].P(OC(C)C)(OC(C)C)(OC(C)C)=O>C(O)(=O)C.C(#N)C>[F:1][C:2]([F:7])([F:6])[C:3]([OH:5])=[O:4].[F:1][C:2]([F:7])([F:6])[C:3]([OH:5])=[O:4].[Cl:26][C:27]1[CH:34]=[C:33]([S:35][CH2:36][CH3:37])[CH:32]=[C:31]([Cl:38])[C:28]=1[C:29]1[NH:20][C:17]2[C:16]3[CH:22]=[CH:23][N:24]=[CH:25][C:15]=3[NH:14][C:13]3[N:8]=[CH:9][CH:10]=[CH:11][C:12]=3[C:18]=2[N:43]=1 |f:0.1,3.4,8.9.10|. Procedure details: A solution of (6Z)-5H-dipyrido[2,3-b:4′,3′-f]azepine-5,6(11H)-dione 6-oxime trifluoroacetate (200 mg, 0.4 mmol), 2,6-dichloro-4-(ethylthio)benzaldehyde (200 mg, 0.85 mmol) and ammonium acetate (0.60 g, 8.0 mmol) were stirred in acetic acid (3 mL) and heated in a microwave for 5 minutes at 130° C. Evaporation gave the crude product which was dissolved in acetonitrile (1.0 mL) and triisopropyl phosphate (100 μL, 0.4 mmol) and heated in a microwave for 5 minutes at 180° C. Purification by preparati... Starting materials: CN, Nc1nc(F)nc(OC(F)(F)F)n1, C1CCOC1. Product: CNc1nc(N)nc(OC(F)(F)F)n1. RXN SMILES: [CH3:1][NH2:2].[NH2:3][c:4]1[n:5][c:6]([O:11][C:12]([F:13])([F:14])[F:15])[n:7][c:8]([F:10])[n:9]1.[O:16]1[CH2:17][CH2:18][CH2:19][CH2:20]1>>[CH3:1][NH:2][c:8]1[n:7][c:6]([O:11][C:12]([F:13])([F:14])[F:15])[n:5][c:4]([NH2:3])[n:9]1. The reactants are CS(=O)(=O)N (methanesulfonamide), CC=1SC(=C(C1C(=O)N[C@@H](C)C1=CC=C(C(=O)O)C=C1)CC1=CC=C(C=C1)C(F)(F)F)C (4-{(1S)-1-[({2,5-dimethyl-4-[4-(trifluoromethyl)benzyl]-3-thienyl}carbonyl)amino]ethyl}benzoic acid), Cl.CN(CCCN=C=NCC)C (1-(3-dimethylaminopropyl)-3-ethylcarbodiimide hydrochloride). The reagents and catalysts are CN(C1=CC=NC=C1)C (4-dimethylaminopyridine). Run in C1CCOC1 (THF), CN(C)C=O (DMF). Conditions: time 8 hour. Yields the product CC=1SC(=C(C1C(=O)N[C@@H](C)C1=CC=C(C=C1)C(=O)NS(=O)(=O)C)CC1=CC=C(C=C1)C(F)(F)F)C (2,5-dimethyl-N-[(1S)-1-(4-{[(methylsulfonyl)amino]carbonyl}phenyl)ethyl]-4-[4-(trifluoromethyl)benzyl]thiophene-3-carboxamide). RXN SMILES: [CH3:1][C:2]1[S:3][C:4]([CH3:32])=[C:5]([CH2:21][C:22]2[CH:27]=[CH:26][C:25]([C:28]([F:31])([F:30])[F:29])=[CH:24][CH:23]=2)[C:6]=1[C:7]([NH:9][C@H:10]([C:12]1[CH:20]=[CH:19][C:15]([C:16]([OH:18])=O)=[CH:14][CH:13]=1)[CH3:11])=[O:8].[CH3:33][S:34]([NH2:37])(=[O:36])=[O:35].Cl.CN(C)CCCN=C=NCC>C1COCC1.CN(C=O)C.CN(C)C1C=CN=CC=1>[CH3:1][C:2]1[S:3][C:4]([CH3:32])=[C:5]([CH2:21][C:22]2[CH:23]=[CH:24][C:25]([C:28]([F:30])([F:31])[F:29])=[CH:26][CH:27]=2)[C:6]=1[C:7]([NH:9][C@H:10]([C:12]1[CH:20]=[CH:19][C:15]([C:16]([NH:37][S:34]([CH3:33])(=[O:36])=[O:35])=[O:18])=[CH:14][CH:13]=1)[CH3:11])=[O:8] |f:2.3|. Reported procedure: To a solution of 4-{(1S)-1-[({2,5-dimethyl-4-[4-(trifluoromethyl)benzyl]-3-thienyl}carbonyl)amino]ethyl}benzoic acid from Example 12 (200 mg, 0.433 mmol) in a mixture of THF (5 mL) and DMF (2.5 mL), were successively added methanesulfonamide (52.0 mg, 0.542 mmol), 1-(3-dimethylaminopropyl)-3-ethylcarbodiimide hydrochloride (166 mg, 0.866 mmol) and 4-dimethylaminopyridine (66.0 mg, 0.542 mmol). The mixture was stirred overnight at r.t. and quenched with acetic acid. After 10 min., the mixture was...